This data is from the Open Reaction Database (ORD), a public repository of structured organic reaction records. The task is: describe an organic reaction: reactants, conditions, products, and yield The reactants are ClS(=O)(=O)O (chlorosulfonic acid), C1(=CC=CC=C1)CCCCCCCCC (1-phenylnonane), S(=O)(=O)(Cl)Cl (sulfonyl chloride), C(C)N (ethylamine), [OH-].[Na+] (NaOH), ClS(=O)(=O)O (chlorosulfonic acid). The solvent is O (water). Reaction conditions: temperature 25 celsius, time 0.5 hour. Product: C(C)NS(=O)(=O)C1=C(C=CC=C1)CCCCCCCCC (N-ethyl Nonylbenzene Sulfonamide). Yield: 49.0%. RXN SMILES: Cl[S:2]([OH:5])(=O)=[O:3].[C:6]1([CH2:12][CH2:13][CH2:14][CH2:15][CH2:16][CH2:17][CH2:18][CH2:19][CH3:20])[CH:11]=[CH:10][CH:9]=[CH:8][CH:7]=1.S(Cl)(Cl)(=O)=O.[CH2:26]([NH2:28])[CH3:27].[OH-].[Na+]>O>[CH2:26]([NH:28][S:2]([C:7]1[CH:8]=[CH:9][CH:10]=[CH:11][C:6]=1[CH2:12][CH2:13][CH2:14][CH2:15][CH2:16][CH2:17][CH2:18][CH2:19][CH3:20])(=[O:5])=[O:3])[CH3:27] |f:4.5|. Procedure details: A 1 liter flask equipped as in Example 5 was charged with 1.72 moles (200.4 gms) of chlorosulfonic acid, and 0.49 moles (100 gms) of 1-phenylnonane was added to the vigorously stirred chlorosulfonic acid under N2 in 2 hours at 20° C. to 25° C. with cold water bath cooling. The mixture was stirred at 25° C. for 1/2 hour, then left to stand at room temperature under N2 overnight. The resulting crude sulfonyl chloride mixture was then added to a solution of 0.98 mole of ethylamine and 3.22 mole of ...